describe an organic reaction: reactants, conditions, products, and yield From a dataset of the Open Reaction Database (ORD), a public repository of structured organic reaction records. Reactants: C1C(CCC=2C3=CC=CC=C3CC12)N1CCCC1 (1-(1,2,3,4-tetrahydrofluoren-2-yl)pyrrolidine), [Li] (lithium), CCOCC (ether), liquid, N (ammonia). Run in C(C)O (ethanol), O1CCCC1 (tetrahydrofuran). Conditions: time 15 minute. Yields the product C1C(CCC2C=3CC=CCC3CC12)N1CCCC1 (1-(1,2,3,4,4a,5,8,9a-Octahydrofluoren-2-yl)pyrrolidine). Yield: 98.8%. RXN SMILES: [CH2:1]1[C:13]2[CH2:12][C:11]3[C:6](=[CH:7][CH:8]=[CH:9][CH:10]=3)[C:5]=2[CH2:4][CH2:3][CH:2]1[N:14]1[CH2:18][CH2:17][CH2:16][CH2:15]1.CCOCC.N.[Li]>O1CCCC1.C(O)C>[CH2:1]1[CH:13]2[CH:5]([C:6]3[CH2:7][CH:8]=[CH:9][CH2:10][C:11]=3[CH2:12]2)[CH2:4][CH2:3][CH:2]1[N:14]1[CH2:15][CH2:16][CH2:17][CH2:18]1 |^1:24|. Reported procedure: A solution of 20.1 g (0.084 moles) of 1-(1,2,3,4-tetrahydrofluoren-2-yl)pyrrolidine, prepared as per Example 7, in 400 ml of tetrahydrofuran and 100 ml of ether is added to 2.5 l of liquid ammonia. 12.25 g (1.72 g-atoms) of lithium ribbon is added over 25 min and the mixture stirred for 15 minutes. 160 ml of ethanol is added over 2.5 hr., the ammonia evaporated and the residue added to 1 liter of cold water. The layers are separated and the aqueous layer is extracted with ether (2 × 300 ml). The... The reactants are ClC1=C(C(=O)O)C=CC(=N1)C(F)(F)F (2-Chloro-6-trifluoromethylnicotinic acid), N (ammonia), Cl (hydrochloric acid). The reagents and catalysts are [Cu]Cl (copper(I) chloride). The solvent is C(C)(=O)OCC (ethyl acetate). Conditions: temperature 100 celsius, time 15 hour. Product: NC1=C(C(=O)O)C=CC(=N1)C(F)(F)F (2-amino-6-trifluoromethylnicotinic acid). Yield: 58.0%. RXN SMILES: Cl[C:2]1[N:10]=[C:9]([C:11]([F:14])([F:13])[F:12])[CH:8]=[CH:7][C:3]=1[C:4]([OH:6])=[O:5].[NH3:15].Cl>[Cu]Cl.C(OCC)(=O)C>[NH2:15][C:2]1[N:10]=[C:9]([C:11]([F:14])([F:13])[F:12])[CH:8]=[CH:7][C:3]=1[C:4]([OH:6])=[O:5]. Procedure details: 2-Chloro-6-trifluoromethylnicotinic acid (3000 mg, 13.30 mmol) was added under argon to 24% aqueous ammonia solution (5 ml), and copper(I) chloride (1580 mg, 15.96 mmol) was added. The resulting reaction mixture was stirred at a temperature of 100° C. and at an elevated pressure of approx. 5 bar in a pressure vessel for 15 h. After cooling to room temperature and lowering the pressure to standard pressure, ethyl acetate and dilute hydrochloric acid (2N) were added to the reaction mixture. The aq...